This data is from the Open Reaction Database (ORD), a public repository of structured organic reaction records. The task is: describe an organic reaction: reactants, conditions, products, and yield Starting materials: CC(C)C(CS(=O)(=O)N1CCC(c2ncc(-c3ccc(Cl)cc3)cn2)CC1)C(=O)O, CC(C)C(CS(=O)(=O)N1CCN(c2ncc(-c3ccc(F)cc3)cn2)CC1)C(=O)NO. The product is CC(C)C(CS(=O)(=O)N1CCC(c2ncc(-c3ccc(Cl)cc3)cn2)CC1)C(=O)NO. As a reaction SMILES: [Cl:32][c:33]1[cH:34][cH:35][c:36](-[c:39]2[cH:40][n:41][c:42]([CH:45]3[CH2:46][CH2:47][N:48]([S:51](=[O:52])(=[O:53])[CH2:54][CH:55]([C:56](=[O:57])[OH:58])[CH:59]([CH3:60])[CH3:61])[CH2:49][CH2:50]3)[n:43][cH:44]2)[cH:37][cH:38]1.[F:1][c:2]1[cH:3][cH:4][c:5](-[c:6]2[cH:7][n:8][c:9]([N:10]3[CH2:11][CH2:12][N:13]([S:14]([CH2:15][CH:16]([CH:17]([CH3:18])[CH3:19])[C:20](=[O:21])[NH:27][OH:28])(=[O:22])=[O:23])[CH2:24][CH2:25]3)[n:26][cH:29]2)[cH:30][cH:31]1>>[NH:27]([OH:28])[C:56]([CH:55]([CH2:54][S:51]([N:48]1[CH2:47][CH2:46][CH:45]([c:42]2[n:41][cH:40][c:39](-[c:36]3[cH:35][cH:34][c:33]([Cl:32])[cH:38][cH:37]3)[cH:44][n:43]2)[CH2:50][CH2:49]1)(=[O:52])=[O:53])[CH:59]([CH3:60])[CH3:61])=[O:57]. Reactants: C(C)(=O)[O-].[Mg+2].C(C)(=O)[O-] (magnesium acetate), solution, solution A, O (water), solution A, C(C)(=O)[O-].[Zr+4].C(C)(=O)[O-].C(C)(=O)[O-].C(C)(=O)[O-] (zirconium acetate). Yields the product solution B, C(C)(=O)[O-].[Mg+2].C(C)(=O)[O-].C(C)(=O)[O-].[Zr+4].C(C)(=O)[O-].C(C)(=O)[O-].C(C)(=O)[O-] (Magnesium acetate zirconium acetate). RXN SMILES: [C:1]([O-:4])(=[O:3])[CH3:2].[Mg+2:5].[C:6]([O-:9])(=[O:8])[CH3:7].O.[C:11]([O-:14])(=[O:13])[CH3:12].[Zr+4:15].[C:16]([O-:19])(=[O:18])[CH3:17].[C:20]([O-:23])(=[O:22])[CH3:21].[C:24]([O-:27])(=[O:26])[CH3:25]>>[C:1]([O-:4])(=[O:3])[CH3:2].[Mg+2:5].[C:6]([O-:9])(=[O:8])[CH3:7].[C:11]([O-:14])(=[O:13])[CH3:12].[Zr+4:15].[C:16]([O-:19])(=[O:18])[CH3:17].[C:20]([O-:23])(=[O:22])[CH3:21].[C:24]([O-:27])(=[O:26])[CH3:25] |f:0.1.2,4.5.6.7.8,9.10.11.12.13.14.15.16|. Reported procedure: with 15.0 magnesium acetate crystals (4H2O) in 50 ml zirconium acetate solution 10 ml of this solution+ 3.0 solution A-- good gel in 20 seconds 10 ml of this solution+ 2.5 ml solution A-- good gel in 20 seconds Diluted solution A by adding 1 volume of water to 1 volume of solution A, giving solution B 10 ml of Magnesium acetate/zirconium acetate solution+ 5 ml solution B-- good gel in 20 seconds pH 8.5 10 ml of Magnesium acetate/zirconium acetate solution+ 4.5 ml solution B-- no gel in 20 minute... Starting materials: BrC=1C=CC=C2C(=C(N(C12)CC1=CC=C(C=C1)OC)C#N)CCCOC1=CC=CC2=CC=CC=C12 (7-bromo-1-(4-methoxybenzyl)-3-(3-(naphthalen-1-yloxy)propyl)-1H-indole-2-carbonitrile), C1(=C(C=CC=C1)B(O)O)C (o-tolylboronic acid), [F-].[Cs+] (CsF). Reagents/catalysts: C=1C=CC(=CC1)[P](C=2C=CC=CC2)(C=3C=CC=CC3)[Pd]([P](C=4C=CC=CC4)(C=5C=CC=CC5)C=6C=CC=CC6)([P](C=7C=CC=CC7)(C=8C=CC=CC8)C=9C=CC=CC9)[P](C=1C=CC=CC1)(C=1C=CC=CC1)C=1C=CC=CC1 (tetrakis(triphenylphosphine)palladium(0)). The solvent is COCCOC (1,2-dimethoxyethane), CO (methanol). Yields the product COC1=CC=C(CN2C(=C(C3=CC=CC(=C23)C2=C(C=CC=C2)C)CCCOC2=CC=CC3=CC=CC=C23)C#N)C=C1 (1-(4-methoxybenzyl)-3-(3-(naphthalen-1-yloxy)propyl)-7-o-tolyl-1H-indole-2-carbonitrile). RXN SMILES: Br[C:2]1[CH:3]=[CH:4][CH:5]=[C:6]2[C:10]=1[N:9]([CH2:11][C:12]1[CH:17]=[CH:16][C:15]([O:18][CH3:19])=[CH:14][CH:13]=1)[C:8]([C:20]#[N:21])=[C:7]2[CH2:22][CH2:23][CH2:24][O:25][C:26]1[C:35]2[C:30](=[CH:31][CH:32]=[CH:33][CH:34]=2)[CH:29]=[CH:28][CH:27]=1.[C:36]1([CH3:45])[CH:41]=[CH:40][CH:39]=[CH:38][C:37]=1B(O)O.[F-].[Cs+]>COCCOC.CO.C1C=CC([P]([Pd]([P](C2C=CC=CC=2)(C2C=CC=CC=2)C2C=CC=CC=2)([P](C2C=CC=CC=2)(C2C=CC=CC=2)C2C=CC=CC=2)[P](C2C=CC=CC=2)(C2C=CC=CC=2)C2C=CC=CC=2)(C2C=CC=CC=2)C2C=CC=CC=2)=CC=1>[CH3:19][O:18][C:15]1[CH:16]=[CH:17][C:12]([CH2:11][N:9]2[C:10]3[C:6](=[CH:5][CH:4]=[CH:3][C:2]=3[C:37]3[CH:38]=[CH:39][CH:40]=[CH:41][C:36]=3[CH3:45])[C:7]([CH2:22][CH2:23][CH2:24][O:25][C:26]3[C:35]4[C:30](=[CH:31][CH:32]=[CH:33][CH:34]=4)[CH:29]=[CH:28][CH:27]=3)=[C:8]2[C:20]#[N:21])=[CH:13][CH:14]=1 |f:2.3,^1:59,61,80,99|. Reported procedure: To a mixture of EXAMPLE 581C (300 mg) and o-tolylboronic acid (93 mg) in 1,2-dimethoxyethane (10 ml) and methanol (5 ml) was added tetrakis(triphenylphosphine)palladium(0) (33 mg) and CsF (260 mg). The mixture was stirred at reflux under nitrogen for 4 hours. The mixture was concentrated under vacuum and the residue was partitioned between ethyl acetate (300 mL) and water (100 ml). The aqueous layer was further extracted with ethyl acetate and the combined extracts were washed with water, brine ... Starting materials: CN1[C@@H](CCC1)C1=NN=C2N1C=C(C=C2)O[C@@H]2CC[C@@H](C1=CC=CC=C21)N ((1S,4R)-4-[3-((S)-1-Methyl-pyrrolidin-2-yl)-[1,2,4]triazolo[4,3-a]pyridin-6-yloxy]-1,2,3,4-tetrahydro-naphthalen-1-ylamine), ClC(COC(NC1=C(C(=CC(=C1)C(C)(C)C)NS(=O)(=O)C)OC)=O)(Cl)Cl ((5-tert-Butyl-3-methanesulfonylamino-2-methoxy-phenyl)-carbamic acid 2,2,2-trichloro-ethyl ester), CCN(C(C)C)C(C)C (DIPEA). Run in O1CCOCC1 (dioxane). Conditions: temperature 60 celsius, time 18 hour. Product: C(=O)O.C(C)(C)(C)C=1C=C(C(=C(C1)NS(=O)(=O)C)OC)NC(=O)N[C@H]1CC[C@H](C2=CC=CC=C12)OC=1C=CC=2N(C1)C(=NN2)[C@H]2N(CCC2)C (N-[5-tert-Butyl-2-methoxy-3-(3-{(1S,4R)-4-[3-((S)-1-methyl-pyrrolidin-2-yl)-[1,2,4]triazolo[4,3-a]pyridin-6-yloxy]-1,2,3,4-tetrahydro-naphthalen-1-yl}-ureido)-phenyl]-methanesulfonamide formate salt). Isolated yield 75.3%. As a reaction SMILES: [CH3:1][N:2]1[CH2:6][CH2:5][CH2:4][C@H:3]1[C:7]1[N:11]2[CH:12]=[C:13]([O:16][C@H:17]3[C:26]4[C:21](=[CH:22][CH:23]=[CH:24][CH:25]=4)[C@@H:20]([NH2:27])[CH2:19][CH2:18]3)[CH:14]=[CH:15][C:10]2=[N:9][N:8]=1.ClC(Cl)(Cl)C[O:31][C:32](=[O:51])[NH:33][C:34]1[CH:39]=[C:38]([C:40]([CH3:43])([CH3:42])[CH3:41])[CH:37]=[C:36]([NH:44][S:45]([CH3:48])(=[O:47])=[O:46])[C:35]=1[O:49][CH3:50].CCN(C(C)C)C(C)C>O1CCOCC1>[CH:32]([OH:51])=[O:31].[C:40]([C:38]1[CH:39]=[C:34]([NH:33][C:32]([NH:27][C@@H:20]2[C:21]3[C:26](=[CH:25][CH:24]=[CH:23][CH:22]=3)[C@H:17]([O:16][C:13]3[CH:14]=[CH:15][C:10]4[N:11]([C:7]([C@@H:3]5[CH2:4][CH2:5][CH2:6][N:2]5[CH3:1])=[N:8][N:9]=4)[CH:12]=3)[CH2:18][CH2:19]2)=[O:31])[C:35]([O:49][CH3:50])=[C:36]([NH:44][S:45]([CH3:48])(=[O:46])=[O:47])[CH:37]=1)([CH3:43])([CH3:41])[CH3:42] |f:4.5|. Procedure details: A mixture of Intermediate 5c (122 mg, 0.33 mmol), Intermediate 104a (150 mg, 0.33 mmol) and DIPEA (87 μL, 0.50 mmol) in dioxane (2 mL) was stirred at 60° C. for 18 h and then at 85° C. for 48 h. The volatiles were concentrated in vacuo and the resultant residue was purified by MDAP (Method 7) to afford the title compound (88 mg, 40%). LCMS (Method 5): Rt 3.41 min, m/z 662 [MH+]. 1H NMR (400 MHz, d6-DMSO): 1.24 (9H, s), 1.81-2.27 (10H, m), 2.28-2.40 (1H, m), 3.04 (3H, s), 3.11-3.18 (2H, m), 3.67 ... The reactants are Amidine, CC1=CC=C(C#N)C=C1 (4-methylbenzonitrile), C(C)(C)(C)C1=C(N)C=CC=C1 (2-t-butylaniline), C(CCC)[Li] (butyllithium). The solvent is O (water). Run at time 8 hour. Yields the product C(C)(C)(C)C1=C(C=CC=C1)NC(C1=CC=C(C=C1)C)=N (N1-(2-tert-butylphenyl)-4-methylbenzamidine). The yield is 83.6%. RXN SMILES: [C:1]([C:5]1[CH:11]=[CH:10][CH:9]=[CH:8][C:6]=1[NH2:7])([CH3:4])([CH3:3])[CH3:2].C([Li])CCC.[CH3:17][C:18]1[CH:25]=[CH:24][C:21]([C:22]#[N:23])=[CH:20][CH:19]=1>O>[C:1]([C:5]1[CH:11]=[CH:10][CH:9]=[CH:8][C:6]=1[NH:7][C:22](=[NH:23])[C:21]1[CH:24]=[CH:25][C:18]([CH3:17])=[CH:19][CH:20]=1)([CH3:4])([CH3:2])[CH3:3]. Procedure: Procedure as described for Amidine I using the following amounts: 7.80 mL of 2-t-butylaniline (50.0 mmol); 25.0 mL of 2.0 M butyllithium (50.0 mmol), 5.86 g of 4-methylbenzonitrile (50.0 mmol). After refluxing overnight, the solution was dark brown. Addition of water yielded an orange solution with suspended solid. Solution was filtered and taken to dryness. The residue was treated with 75 mL of pentane, stirred overnight, and filtered yielding 11.14 g (84%) of off-white material. 1H NMR (400 MH... Starting materials: CCCC(=O)Cl, O=C1CCc2ccc(OCCCCN3CCN(c4cccc(Cl)c4Cl)CC3)cc2N1CO, ClCCl, c1ccncc1. Yields the product CCCC(=O)OCN1C(=O)CCc2ccc(OCCCCN3CCN(c4cccc(Cl)c4Cl)CC3)cc21. As a reaction SMILES: [C:39]([CH2:40][CH2:41][CH3:42])(=[O:43])[Cl:44].[Cl:1][c:2]1[c:3]([N:9]2[CH2:10][CH2:11][N:12]([CH2:15][CH2:16][CH2:17][CH2:18][O:19][c:20]3[cH:21][cH:22][c:23]4[c:28]([cH:29]3)[N:27]([CH2:30][OH:31])[C:26](=[O:32])[CH2:25][CH2:24]4)[CH2:13][CH2:14]2)[cH:4][cH:5][cH:6][c:7]1[Cl:8].[Cl:45][CH2:46][Cl:47].[cH:33]1[cH:34][cH:35][n:36][cH:37][cH:38]1>>[Cl:1][c:2]1[c:3]([N:9]2[CH2:10][CH2:11][N:12]([CH2:15][CH2:16][CH2:17][CH2:18][O:19][c:20]3[cH:21][cH:22][c:23]4[c:28]([cH:29]3)[N:27]([CH2:30][O:31][C:39]([CH2:40][CH2:41][CH3:42])=[O:43])[C:26](=[O:32])[CH2:25][CH2:24]4)[CH2:13][CH2:14]2)[cH:4][cH:5][cH:6][c:7]1[Cl:8]. The reactants are CS(C)=O, C[S-], O=Cc1c(F)cccc1F, [Na+]. The product is CSc1cccc(F)c1C=O. Reaction SMILES: [CH3:14][S:15]([CH3:16])=[O:17].[CH3:1][S-:2].[F:4][c:5]1[c:6]([CH:7]=[O:8])[c:9]([F:13])[cH:10][cH:11][cH:12]1.[Na+:3]>>[CH3:1][S:2][c:9]1[c:6]([CH:7]=[O:8])[c:5]([F:4])[cH:12][cH:11][cH:10]1. Starting materials: CN1CCN(CC1)C=C1C(N(C(S1)=O)CCCCSC1=CC=CC=2N1C=CN2)=O (5-(1-methylpiperazin-4-yl)methylene-3-[4-(imidazo[1,2-a]pyridin-5-ylthio)butyl]thiazolidine-2,4-dione), Cl (hydrochloric acid). Run in CO (methanol). The product is Cl.Cl.Cl.CN1CCN(CC1)C=C1C(N(C(S1)=O)CCCCSC1=CC=CC=2N1C=CN2)=O (5-(1-methylpiperazin-4-yl)methylene-3-[4-(imidazo[1,2-a]pyridin-5-ylthio)butyl]thiazolidine-2,4-dione trihydrochloride). As a reaction SMILES: [CH3:1][N:2]1[CH2:7][CH2:6][N:5]([CH:8]=[C:9]2[S:13][C:12](=[O:14])[N:11]([CH2:15][CH2:16][CH2:17][CH2:18][S:19][C:20]3[N:25]4[CH:26]=[CH:27][N:28]=[C:24]4[CH:23]=[CH:22][CH:21]=3)[C:10]2=[O:29])[CH2:4][CH2:3]1.[ClH:30]>CO>[ClH:30].[ClH:30].[ClH:30].[CH3:1][N:2]1[CH2:7][CH2:6][N:5]([CH:8]=[C:9]2[S:13][C:12](=[O:14])[N:11]([CH2:15][CH2:16][CH2:17][CH2:18][S:19][C:20]3[N:25]4[CH:26]=[CH:27][N:28]=[C:24]4[CH:23]=[CH:22][CH:21]=3)[C:10]2=[O:29])[CH2:4][CH2:3]1 |f:3.4.5.6|. Procedure details: To a solution of 330 mg (0.76 mmol) of 5-(1-methylpiperazin-4-yl)methylene-3-[4-(imidazo[1,2-a]pyridin-5-ylthio)butyl]thiazolidine-2,4-dione in 10 ml of methanol, concentrated hydrochloric acid was added. After the solvent was distilled off, the residue was washed with diethyl ether to yield 360 mg (82.0%, white crystal) of the desired product. Reactants: OC=1C=C(C(=O)OC)C=CC1 (Methyl 3-hydroxybenzoate), FC(C(=O)O)(F)F (trifluoroacetic acid), hexamethylene-tetramine tetramine. Product: C(=O)C1=C(C(=O)OC)C=CC=C1O (methyl 2-formyl-3-hydroxybenzoate), C(=O)C1=C(C=C(C(=O)OC)C=C1)O (methyl 4-formyl-3-hydroxybenzoate). As a reaction SMILES: [OH:1][C:2]1[CH:3]=[C:4]([CH:9]=[CH:10][CH:11]=1)[C:5]([O:7][CH3:8])=[O:6].FC(F)(F)[C:14](O)=[O:15]>>[CH:14]([C:3]1[C:2]([OH:1])=[CH:11][CH:10]=[CH:9][C:4]=1[C:5]([O:7][CH3:8])=[O:6])=[O:15].[CH:14]([C:11]1[CH:10]=[CH:9][C:4]([C:5]([O:7][CH3:8])=[O:6])=[CH:3][C:2]=1[OH:1])=[O:15]. Reported procedure: Methyl 3-hydroxybenzoate (75.5 g) is dissolved in trifluoroacetic acid (2 L), thereto is added hexamethylene-tetramine tetramine (141.4 g) at room temperature, and the mixture is heated under reflux for 3 hours. The reaction solution is concentrated under reduced pressure and water is added to the resulting residue. The mixture is adjusted to pH 8 with potassium carbonate and sodium hydrogen carbonate, diluted with water and extracted with ethyl acetate. The organic layer is washed with saturate...